This data is from the Open Reaction Database (ORD), a public repository of structured organic reaction records. The task is: describe an organic reaction: reactants, conditions, products, and yield Reaction conditions: temperature 95 celsius. Procedure: A mixture of a solution of 2,7-bis(5-methylbenzoxazol-2-yl)-9,9-dipropyl-3-methoxyfluorene] (34.6 g, 0.0638 mol) and 2,4,6-collidine (250 mL) that was prepared under argon by stirring and heating to 95° C. To this solution, dry lithium iodide (14.9 grams, 0.111 mol) was added and the resulting mixture was heated to reflux for 30 minutes and then allowed to cool to room temperature. The reaction was quenched with a mixture of concentrated HCl (167 mL), water (300 mL) and ice (500 g). The product ... Reaction SMILES: [CH3:1][C:2]1[CH:3]=[CH:4][C:5]2[O:9][C:8]([C:10]3[C:22]([O:23]C)=[CH:21][C:20]4[C:19]5[C:14](=[CH:15][C:16]([C:25]6[O:26][C:27]7[CH:33]=[CH:32][C:31]([CH3:34])=[CH:30][C:28]=7[N:29]=6)=[CH:17][CH:18]=5)[C:13]([CH2:38][CH2:39][CH3:40])([CH2:35][CH2:36][CH3:37])[C:12]=4[CH:11]=3)=[N:7][C:6]=2[CH:41]=1.[I-].[Li+]>N1C(C)=CC(C)=CC=1C>[CH3:1][C:2]1[CH:3]=[CH:4][C:5]2[O:9][C:8]([C:10]3[C:22]([OH:23])=[CH:21][C:20]4[C:19]5[C:14](=[CH:15][C:16]([C:25]6[O:26][C:27]7[CH:33]=[CH:32][C:31]([CH3:34])=[CH:30][C:28]=7[N:29]=6)=[CH:17][CH:18]=5)[C:13]([CH2:38][CH2:39][CH3:40])([CH2:35][CH2:36][CH3:37])[C:12]=4[CH:11]=3)=[N:7][C:6]=2[CH:41]=1 |f:1.2|. Run in N1=C(C=C(C=C1C)C)C (2,4,6-collidine). Reactants: CC=1C=CC2=C(N=C(O2)C2=CC=3C(C4=CC(=CC=C4C3C=C2OC)C=2OC3=C(N2)C=C(C=C3)C)(CCC)CCC)C1 (2,7-bis(5-methylbenzoxazol-2-yl)-9,9-dipropyl-3-methoxyfluorene), [I-].[Li+] (lithium iodide). The product is CC=1C=CC2=C(N=C(O2)C2=CC=3C(C4=CC(=CC=C4C3C=C2O)C=2OC3=C(N2)C=C(C=C3)C)(CCC)CCC)C1 (2,7-bis(5-methylbenzoxazol-2-yl)-9,9-dipropyl-3-hydroxyfluorene). Yield: 74.0%.